From a dataset of the Open Reaction Database (ORD), a public repository of structured organic reaction records. describe an organic reaction: reactants, conditions, products, and yield Reactants: C1(=CC=CC=C1)[Li] (phenyl lithium), N1=CC=CC2=CC=CC=C12 (Quinoline), N1=CC=CC2=CC=CC=C12 (quinoline). Run in CCOCC (ether). Run at time 18 hour. Product: C1(=CC=CC=C1)C1=NC2=CC=CC=C2C=C1 (2-phenylquinoline). As a reaction SMILES: [N:1]1[C:10]2[C:5](=[CH:6][CH:7]=[CH:8][CH:9]=2)[CH:4]=[CH:3][CH:2]=1.[C:11]1([Li])[CH:16]=[CH:15][CH:14]=[CH:13][CH:12]=1>CCOCC>[C:11]1([C:2]2[CH:3]=[CH:4][C:5]3[C:10](=[CH:9][CH:8]=[CH:7][CH:6]=3)[N:1]=2)[CH:16]=[CH:15][CH:14]=[CH:13][CH:12]=1. Reported procedure: Quinoline (40 g) was dissolved in dry ether (250 ml) and treated dropwise with a solution of phenyl lithium (160 ml of 1.88 m solution in benzene/ether). The mixture was stirred at room temperature for 18 hr., then washed with aqueous ammonium chloride solution (20% w/v 2×100 ml) and then water (2×100 ml). The aqueous phase was extracted with ether (2×100 ml) and the combined ether layers were dried (magnesium sulphate) and evaporated in vacuo to give an oil. Unreacted quinoline was removed from...